Dataset: the Open Reaction Database (ORD), a public repository of structured organic reaction records. Task: describe an organic reaction: reactants, conditions, products, and yield The reactants are Cl.Cl.N12C[C@@H](C(CC1)CC2)N ((R)-1-azabicyclo[2.2.2]oct-3-ylamine dihydrochloride), C1(=CC=CC=C1)\C=C/C(=O)O (Z-3-phenylpropenoic acid). Yields the product N12C[C@@H](C(CC1)CC2)NC(\C=C/C2=CC=CC=C2)=O ((R)-N-(1-Azabicyclo[2.2.2]oct-3-yl)(Z-3-phenylpropenamide)). Reaction SMILES: Cl.Cl.[N:3]12[CH2:10][CH2:9][CH:6]([CH2:7][CH2:8]1)[C@@H:5]([NH2:11])[CH2:4]2.[C:12]1(/[CH:18]=[CH:19]\[C:20](O)=[O:21])[CH:17]=[CH:16][CH:15]=[CH:14][CH:13]=1>>[N:3]12[CH2:10][CH2:9][CH:6]([CH2:7][CH2:8]1)[C@@H:5]([NH:11][C:20](=[O:21])/[CH:19]=[CH:18]\[C:12]1[CH:17]=[CH:16][CH:15]=[CH:14][CH:13]=1)[CH2:4]2 |f:0.1.2|. Reported procedure: Prepared as a free base by a method analogous to that described in Example 1 from (R)-1-azabicyclo[2.2.2]oct-3-ylamine dihydrochloride, and Z-3-phenylpropenoic acid; MS (ES+) 257 (MH+). The reactants are CN(C1=CC=CC=C1)C (N,N-dimethylaniline), NC(=S)N (thiourea), ClCC(/C(/C(=O)OCC)=N/OC1CCCCC1)=O (Ethyl 4-chloro-(Z)-2-(cyclohexyloxyimino)-3-oxobutyrate). Run in C(C)O (ethanol). Yields the product NC=1SC=C(N1)/C(/C(=O)OCC)=N/OC1CCCCC1 (Ethyl 2-(2-aminothiazol-4-yl)-(Z)-2-(cyclohexyloxyimino)acetate). Isolated yield 90.0%. RXN SMILES: Cl[CH2:2][C:3](=O)/[C:4](=[N:10]/[O:11][CH:12]1[CH2:17][CH2:16][CH2:15][CH2:14][CH2:13]1)/[C:5]([O:7][CH2:8][CH3:9])=[O:6].CN(C)C1C=CC=CC=1.[NH2:28][C:29]([NH2:31])=[S:30]>C(O)C>[NH2:31][C:29]1[S:30][CH:2]=[C:3](/[C:4](=[N:10]/[O:11][CH:12]2[CH2:17][CH2:16][CH2:15][CH2:14][CH2:13]2)/[C:5]([O:7][CH2:8][CH3:9])=[O:6])[N:28]=1. Procedure: Ethyl 4-chloro-(Z)-2-(cyclohexyloxyimino)-3-oxobutyrate (0.68 g) was dissolved in ethanol (6 ml) and N,N-dimethylaniline (0.30 g) and thiourea (0.19 g) added with stirring. After 18 h the mixture was evaporated and the residue partitioned between dichloromethane and water. The organic layer was separated, washed with brine, dried (MgSO4) and evaporated. Purification by flash chromatography eluting with ethyl acetate/hexane gave the title compound as a cream solid (0.66 g, 90%). A sample was crys... Starting materials: COC=1C=C(C=O)C=C(C1O)OC (3,5-dimethoxy-4-hydroxybenzaldehyde), S1C(NC(C1)=O)=O (2,4-thiazolidinedione). The product is OC1=C(C=C(C=C1OC)C=C1C(NC(S1)=O)=O)OC (5-[(4-Hydroxy,3,5-dimethoxyphenyl)methylene]-2,4-thiazolidinedione). The yield is 24.2%. Reaction SMILES: [CH3:1][O:2][C:3]1[CH:4]=[C:5]([CH:8]=[C:9]([O:12][CH3:13])[C:10]=1[OH:11])[CH:6]=O.[S:14]1[CH2:18][C:17](=[O:19])[NH:16][C:15]1=[O:20]>>[OH:11][C:10]1[C:3]([O:2][CH3:1])=[CH:4][C:5]([CH:6]=[C:18]2[S:14][C:15](=[O:20])[NH:16][C:17]2=[O:19])=[CH:8][C:9]=1[O:12][CH3:13]. Reported procedure: Prepared according to the procedure described in Example 1 using 3,5-dimethoxy-4-hydroxybenzaldehyde (4.8 g, 26 mmoles) and 2,4-thiazolidinedione (2.9 g, 25 mmoles). Recrystallization from methanol gave the pure product (1.7 g), mp 248°-249° C. The reactants are COC(=O)CCCCBr, O=C([O-])[O-], CC(C)=O, [K+], [K+], CN(C)C=O, CCCCCCCCCCCCCCCCCCOc1cc(O)cc(C(=O)OCc2ccccc2)c1. Yields the product CCCCCCCCCCCCCCCCCCOc1cc(OCCCCC(=O)OC)cc(C(=O)OCc2ccccc2)c1. RXN SMILES: [Br:37][CH2:38][CH2:39][CH2:40][CH2:41][C:42](=[O:43])[O:44][CH3:45].[C:46](=[O:47])([O-:48])[O-:49].[CH3:52][C:53](=[O:54])[CH3:55].[K+:50].[K+:51].[O:56]=[CH:57][N:58]([CH3:59])[CH3:60].[c:1]1([CH2:7][O:8][C:9]([c:10]2[cH:11][c:12]([OH:35])[cH:13][c:14]([O:16][CH2:17][CH2:18][CH2:19][CH2:20][CH2:21][CH2:22][CH2:23][CH2:24][CH2:25][CH2:26][CH2:27][CH2:28][CH2:29][CH2:30][CH2:31][CH2:32][CH2:33][CH3:34])[cH:15]2)=[O:36])[cH:2][cH:3][cH:4][cH:5][cH:6]1>>[c:1]1([CH2:7][O:8][C:9]([c:10]2[cH:11][c:12]([O:35][CH2:38][CH2:39][CH2:40][CH2:41][C:42](=[O:43])[O:44][CH3:45])[cH:13][c:14]([O:16][CH2:17][CH2:18][CH2:19][CH2:20][CH2:21][CH2:22][CH2:23][CH2:24][CH2:25][CH2:26][CH2:27][CH2:28][CH2:29][CH2:30][CH2:31][CH2:32][CH2:33][CH3:34])[cH:15]2)=[O:36])[cH:2][cH:3][cH:4][cH:5][cH:6]1. The reactants are COC(C1=CC(=CC=C1)OCC(=O)O)=O (3-carboxymethoxy-benzoic acid methyl ester), CO (MeOH), NC=1C=C(C#N)C=CC1 (3-aminobenzonitrile), P(=O)(Cl)(Cl)Cl (phosphorous oxychloride). Solvent: N1=CC=CC=C1 (pyridine), O (water). Reaction conditions: time 15 hour. The product is COC(C1=CC(=CC=C1)OCC(NC1=CC(=CC=C1)C#N)=O)=O (3-[(3-cyano-phenylcarbamoyl)-methoxy]-benzoic acid methyl ester). Isolated yield 102.3%. As a reaction SMILES: [NH2:1][C:2]1[CH:3]=[C:4]([CH:7]=[CH:8][CH:9]=1)[C:5]#[N:6].[CH3:10][O:11][C:12](=[O:24])[C:13]1[CH:18]=[CH:17][CH:16]=[C:15]([O:19][CH2:20][C:21](O)=[O:22])[CH:14]=1.P(Cl)(Cl)(Cl)=O.CO>N1C=CC=CC=1.O>[CH3:10][O:11][C:12](=[O:24])[C:13]1[CH:18]=[CH:17][CH:16]=[C:15]([O:19][CH2:20][C:21](=[O:22])[NH:1][C:2]2[CH:9]=[CH:8][CH:7]=[C:4]([C:5]#[N:6])[CH:3]=2)[CH:14]=1. Procedure details: Cool a solution of 3-aminobenzonitrile (0.35 g, 2.96 mmol) in pyridine (6 mL), to 0° C., and add 3-carboxymethoxy-benzoic acid methyl ester (0.75 g, 3.57 mmol) followed by phosphorous oxychloride (0.34 mL, 3.6 mmol). Warm the mixture to room temperature and stir for 15 hours. Dilute the mixture with water causing a material to oil out of solution. Add MeOH and stir the mixture vigorously causing a solid to slowly form. Collect the solid by filtration, wash with water and dry on the filter pad to... The reactants are BrC1=CC=C(OC2=CC=C(C=N2)C=O)C=C1 (6-(4-bromophenoxy)pyridine-3-carbaldehyde), C1(CC1)B1OC(C(O1)(C)C)(C)C (2-cyclopropyl-4,4,5,5-tetramethyl-1,3,2-dioxaborolane), C([O-])([O-])=O.[Cs+].[Cs+] (cesium carbonate), C1(=CC=CC=C1)C (toluene). Reagents/catalysts: C=1C=CC(=CC1)[P](C=2C=CC=CC2)(C=3C=CC=CC3)[Pd]([P](C=4C=CC=CC4)(C=5C=CC=CC5)C=6C=CC=CC6)([P](C=7C=CC=CC7)(C=8C=CC=CC8)C=9C=CC=CC9)[P](C=1C=CC=CC1)(C=1C=CC=CC1)C=1C=CC=CC1 (tetrakis(triphenylphosphine)palladium(0)). Run in O (water). Conditions: temperature 100 celsius, time 6 hour. Yields the product C1(CC1)C1=CC=C(OC2=CC=C(C=N2)C=O)C=C1 (6-(4-Cyclopropylphenoxyl)pyridine-3-carbaldehyde). The yield is 22.2%. As a reaction SMILES: Br[C:2]1[CH:16]=[CH:15][C:5]([O:6][C:7]2[N:12]=[CH:11][C:10]([CH:13]=[O:14])=[CH:9][CH:8]=2)=[CH:4][CH:3]=1.[CH:17]1(B2OC(C)(C)C(C)(C)O2)[CH2:19][CH2:18]1.C(=O)([O-])[O-].[Cs+].[Cs+].C1(C)C=CC=CC=1>C1C=CC([P]([Pd]([P](C2C=CC=CC=2)(C2C=CC=CC=2)C2C=CC=CC=2)([P](C2C=CC=CC=2)(C2C=CC=CC=2)C2C=CC=CC=2)[P](C2C=CC=CC=2)(C2C=CC=CC=2)C2C=CC=CC=2)(C2C=CC=CC=2)C2C=CC=CC=2)=CC=1.O>[CH:17]1([C:2]2[CH:16]=[CH:15][C:5]([O:6][C:7]3[N:12]=[CH:11][C:10]([CH:13]=[O:14])=[CH:9][CH:8]=3)=[CH:4][CH:3]=2)[CH2:19][CH2:18]1 |f:2.3.4,^1:45,47,66,85|. Procedure details: A mixture of the compound (3.22 g) obtained in step (1) above, 2-cyclopropyl-4,4,5,5-tetramethyl-1,3,2-dioxaborolane (3.89 g), tetrakis(triphenylphosphine)palladium(0) (669 mg), cesium carbonate (11.3 g), toluene (20.0 mL) and water (10.0 mL) was stirred at 100° C. for 6 hours. After cooling the reaction mixture to room temperature, the precipitate was removed by filtration through Celite (registered trademark). To the filtrate, water and ethyl acetate were added and extraction was conducted wit...